This data is from the Open Reaction Database (ORD), a public repository of structured organic reaction records. The task is: describe an organic reaction: reactants, conditions, products, and yield Starting materials: CNC(OC1=CC=CC=2OCCCOC21)=O (3,4-dihydro-2H-1,5-benzodioxepin-6-yl methylcarbamate), ClCC(=O)Cl (chloroacetyl chloride). Solvent: C1(=CC=CC=C1)C (toluene). The product is O1CCCOC2=C1C=CC=C2OC(NCC(CCl)=O)=O (3,4-dihydro-2H-1,5-benzodioxepin-6-yl(chloroacetyl)methylcarbamate). RXN SMILES: [CH3:1][NH:2][C:3](=[O:16])[O:4][C:5]1[C:15]2[O:14][CH2:13][CH2:12][CH2:11][O:10][C:9]=2[CH:8]=[CH:7][CH:6]=1.[Cl:17][CH2:18][C:19](Cl)=[O:20]>C1(C)C=CC=CC=1>[O:10]1[C:9]2[CH:8]=[CH:7][CH:6]=[C:5]([O:4][C:3](=[O:16])[NH:2][CH2:1][C:19](=[O:20])[CH2:18][Cl:17])[C:15]=2[O:14][CH2:13][CH2:12][CH2:11]1. Reported procedure: 11.2 G. of 3,4-dihydro-2H-1,5-benzodioxepin-6-yl methylcarbamate, 100 ml. of toluene and 11.3 g. of chloroacetyl chloride are refluxed for 48 hours and then the mixture is evaporated to dryness. The yellow oil which remains is recrystallized from ether/petroleum ether (40°-45° C.). There is obtained 3,4-dihydro-2H-1,5-benzodioxepin-6-yl(chloroacetyl)methylcarbamate, m.p. 63°-64° C. Starting materials: C1(=CC=CC=C1)CC(C)(C1=CC=CC=C1)N (1,2-diphenyl-2-propylamine), Cl.CNCC(=O)NC(CC1=CC=CC=C1)(C)C1=CC=CC=C1 ((-)-2-(methylamino)-N-(1,2-diphenyl-1-methylethyl)acetamide hydrochloride). The product is CNCC(=O)NC(CC1=CC=CC=C1)(C)C1=CC=CC=C1 ((-)-2-(Methylamino)-N-(1,2-diphenyl-1-methylethyl)acetamide). Reaction SMILES: C1(CC(N)(C2C=CC=CC=2)C)C=CC=CC=1.Cl.[CH3:18][NH:19][CH2:20][C:21]([NH:23][C:24]([C:33]1[CH:38]=[CH:37][CH:36]=[CH:35][CH:34]=1)([CH3:32])[CH2:25][C:26]1[CH:31]=[CH:30][CH:29]=[CH:28][CH:27]=1)=[O:22]>>[CH3:18][NH:19][CH2:20][C:21]([NH:23][C:24]([C:33]1[CH:38]=[CH:37][CH:36]=[CH:35][CH:34]=1)([CH3:32])[CH2:25][C:26]1[CH:27]=[CH:28][CH:29]=[CH:30][CH:31]=1)=[O:22] |f:1.2|. Procedure details: By procedures essentially the same as those described in Example 2 and by substituting (-)-1,2-diphenyl-2-propylamine for 1,2-diphenyl-2-propylamine; the corresponding (-)-2-(methylamino)-N-(1,2-diphenyl-1-methylethyl)acetamide hydrochloride, mp. 171°-172.5° C., was prepared. Reactants: C(C(O)CC(C)C)(=O)O (leucic acid), [OH-].[Na+] (NaOH), C(C)[C@@H]1[C@@H]([C@]2(C)[C@@H](C1)[C@@H]1CCC3=CC(CC[C@@H]3[C@H]1CC2)=O)OC(CBr)=O (16β-ethyl-17β-bromoacetoxy-4-estren-3-one), CN(C)C=O (DMF). Solvent: CC(=O)C (acetone). Product: C(C)[C@@H]1[C@@H]([C@]2(C)[C@@H](C1)[C@@H]1CCC3=CC(CC[C@@H]3[C@H]1CC2)=O)OC(COC(C(CC(C)C)O)=O)=O (16β-Ethyl-17β-(2-hydroxy-4-methylvaleryloxy)acetoxy-4-estren-3-one). The yield is 96.3%. RXN SMILES: [C:1]([OH:9])(=[O:8])[CH:2]([CH2:4][CH:5]([CH3:7])[CH3:6])[OH:3].[OH-].[Na+].[CH2:12]([C@H:14]1[CH2:19][C@H:18]2[C@H:20]3[C@H:29]([CH2:30][CH2:31][C@:16]2([CH3:17])[C@H:15]1[O:33][C:34](=[O:37])[CH2:35]Br)[C@@H:28]1[C:23](=[CH:24][C:25](=[O:32])[CH2:26][CH2:27]1)[CH2:22][CH2:21]3)[CH3:13].CN(C=O)C>CC(C)=O>[CH2:12]([C@H:14]1[CH2:19][C@H:18]2[C@H:20]3[C@H:29]([CH2:30][CH2:31][C@:16]2([CH3:17])[C@H:15]1[O:33][C:34](=[O:37])[CH2:35][O:8][C:1](=[O:9])[CH:2]([OH:3])[CH2:4][CH:5]([CH3:7])[CH3:6])[C@@H:28]1[C:23](=[CH:24][C:25](=[O:32])[CH2:26][CH2:27]1)[CH2:22][CH2:21]3)[CH3:13] |f:1.2|. Reported procedure: In 2.0 ml of acetone is dissolved 0.26 g of leucic acid, and 1.0 ml of 2N-NaOH is added, followed by addition of 0.44 g of 16β-ethyl-17β-bromoacetoxy-4-estren-3-one and 15 ml of DMF. The mixture is refluxed for 3 hours, and thereafter treated in the same manner as Example 26. The reaction mixture is then subjected to column chromatography. Following passage of 50 ml of diisopropyl ether-n-hexane (1:1), elution is carried out with 200 ml of diisopropyl ether. The eluate is evaporated under reduce... The reactants are COC(=O)c1cn(-c2ccnc3c(C(F)(F)F)cccc23)c2ccccc12, CC(C)OC(C)C, [Li+], C1CCOC1, [OH-], O, O. Yields the product O=C(O)c1cn(-c2ccnc3c(C(F)(F)F)cccc23)c2ccccc12. As a reaction SMILES: [CH3:4][O:5][C:6](=[O:7])[c:8]1[cH:9][n:10](-[c:17]2[cH:18][cH:19][n:20][c:21]3[c:22]([C:27]([F:28])([F:29])[F:30])[cH:23][cH:24][cH:25][c:26]23)[c:11]2[cH:12][cH:13][cH:14][cH:15][c:16]12.[CH:37]([O:38][CH:39]([CH3:40])[CH3:41])([CH3:42])[CH3:43].[Li+:3].[O:31]1[CH2:32][CH2:33][CH2:34][CH2:35]1.[OH-:2].[OH2:1].[OH2:36]>>[O:5]=[C:6]([OH:7])[c:8]1[cH:9][n:10](-[c:17]2[cH:18][cH:19][n:20][c:21]3[c:22]([C:27]([F:28])([F:29])[F:30])[cH:23][cH:24][cH:25][c:26]23)[c:11]2[cH:12][cH:13][cH:14][cH:15][c:16]12. Starting materials: CCO, O=C1c2ccccc2C(=O)c2sc(Cl)nc21, Nc1ccccc1. Yields the product O=C1c2ccccc2C(=O)c2sc(Nc3ccccc3)nc21. Reaction SMILES: [CH3:24][CH2:25][OH:26].[Cl:1][c:2]1[s:3][c:4]2[c:5]([n:6]1)[C:7](=[O:16])[c:8]1[cH:9][cH:10][cH:11][cH:12][c:13]1[C:14]2=[O:15].[NH2:17][c:18]1[cH:19][cH:20][cH:21][cH:22][cH:23]1>>[c:2]1([NH:17][c:18]2[cH:19][cH:20][cH:21][cH:22][cH:23]2)[s:3][c:4]2[c:5]([n:6]1)[C:7](=[O:16])[c:8]1[cH:9][cH:10][cH:11][cH:12][c:13]1[C:14]2=[O:15]. Starting materials: COC1=CC=C(COC([C@H]2N(CC(C2)=O)C(=O)OCC2=CC=C(C=C2)[N+](=O)[O-])=O)C=C1 (1-(p-nitrobenzyloxycarbonyl)-4-oxo-L-proline p-methoxybenzyl ester), [BH4-].[Na+] (sodium borohydride). Solvent: C(C)O (ethanol). Run at time 30 minute. The product is COC1=CC=C(COC([C@H]2N(C[C@H](C2)O)C(=O)OCC2=CC=C(C=C2)[N+](=O)[O-])=O)C=C1 (cis-1-(p-nitrobenzyloxycarbonyl)-4-hydroxy-L-proline p-methoxybenzyl ester), COC1=CC=C(COC([C@H]2N(C[C@@H](C2)O)C(=O)OCC2=CC=C(C=C2)[N+](=O)[O-])=O)C=C1 (trans-1-(p-nitrobenzyloxycarbonyl)-4-hydroxy-L-proline p-methoxybenzyl ester). Reaction SMILES: [CH3:1][O:2][C:3]1[CH:31]=[CH:30][C:6]([CH2:7][O:8][C:9](=[O:29])[C@@H:10]2[CH2:14][C:13](=[O:15])[CH2:12][N:11]2[C:16]([O:18][CH2:19][C:20]2[CH:25]=[CH:24][C:23]([N+:26]([O-:28])=[O:27])=[CH:22][CH:21]=2)=[O:17])=[CH:5][CH:4]=1.[BH4-].[Na+]>C(O)C>[CH3:1][O:2][C:3]1[CH:4]=[CH:5][C:6]([CH2:7][O:8][C:9](=[O:29])[C@@H:10]2[CH2:14][C@H:13]([OH:15])[CH2:12][N:11]2[C:16]([O:18][CH2:19][C:20]2[CH:25]=[CH:24][C:23]([N+:26]([O-:28])=[O:27])=[CH:22][CH:21]=2)=[O:17])=[CH:30][CH:31]=1.[CH3:1][O:2][C:3]1[CH:4]=[CH:5][C:6]([CH2:7][O:8][C:9](=[O:29])[C@@H:10]2[CH2:14][C@@H:13]([OH:15])[CH2:12][N:11]2[C:16]([O:18][CH2:19][C:20]2[CH:25]=[CH:24][C:23]([N+:26]([O-:28])=[O:27])=[CH:22][CH:21]=2)=[O:17])=[CH:30][CH:31]=1 |f:1.2|. Procedure: 650 mg of 1-(p-nitrobenzyloxycarbonyl)-4-oxo-L-proline p-methoxybenzyl ester was dissolved in 45 ml of ethanol, and 86 mg of sodium borohydride was added thereto in two divided portions at room temperature. After 30 minutes, the reaction mixture was concentrated under reduced pressure at 30° C. or below, and the concentrate was diluted with ethyl acetate, washed with water, dried over sodium sulfate and distilled off to remove the solvent. The residue was purified by silica gel column chromatogr... The reactants are ClC1=NC=CC(=C1)C(C)O (1-(2-chloropyridin-4-yl)ethanol), O.NN (hydrazine hydrate). The solvent is CO (methanol), CCOCC (ether). Conditions: temperature 100 celsius, time 8 hour. Product: N(N)C1=NC=CC(=C1)C(C)O (1-(2-hydrazinopyridin-4-yl)ethanol). Reaction SMILES: Cl[C:2]1[CH:7]=[C:6]([CH:8]([OH:10])[CH3:9])[CH:5]=[CH:4][N:3]=1.O.[NH2:12][NH2:13]>CO.CCOCC>[NH:12]([C:2]1[CH:7]=[C:6]([CH:8]([OH:10])[CH3:9])[CH:5]=[CH:4][N:3]=1)[NH2:13] |f:1.2|. Procedure details: 1-(2-chloropyridin-4-yl)ethanol (5d) (14.3 g) was dissolved in hydrazine hydrate (275 mL). The resulting mixture was heated at 100° C. with stirring overnight. The mixture was concentrated under vacuum to give a yellow oil that was dissolved in a small volume of methanol and ether was added, which resulted in precipitation of a white solid. The obtained suspension was stirred for 30 minutes and filtered, and the residue (hydrazine hydrochloride) was discarded. The filtrate was concentrated under...